The task is: describe an organic reaction: reactants, conditions, products, and yield. This data is from the Open Reaction Database (ORD), a public repository of structured organic reaction records. Starting materials: NC1=NC=C(C=C1N)[N+](=O)[O-] (2,3-Diamino-5-nitropyridine), C(CO)(=O)O (glycolic acid), [NH4+].[OH-] (NH4OH). Conditions: temperature 145 celsius, time 37.5 minute. Yields the product [N+](=O)([O-])C=1C=C2C(=NC1)NC(=N2)CO ((6-Nitro-3H-imidazo[4,5-b]pyridin-2-yl)-methanol). Procedure: Solid 2,3-Diamino-5-nitropyridine (prepared according to J. Med. Chem. 1997, 40, 3679-3686; 610 mg, 0.0040 mol) and solid glycolic acid (750 mg, 0.0099 mol) were combined in a sealed tube (left open) and heated to 145° C. and stirred for approx. 30-45 min (solid fuses together, liquifies then re-solidifies). After allowing to cool to rt the solid was extracted with 1N HCl. The aqueous mixture was concentrated under vacuum to leave a crude solid that was basified using conc. NH4OH solution. The a... The yield is 57.9%. Reaction SMILES: [NH2:1][C:2]1[C:7]([NH2:8])=[CH:6][C:5]([N+:9]([O-:11])=[O:10])=[CH:4][N:3]=1.[C:12](O)(=O)[CH2:13][OH:14].[NH4+].[OH-]>>[N+:9]([C:5]1[CH:6]=[C:7]2[N:8]=[C:12]([CH2:13][OH:14])[NH:1][C:2]2=[N:3][CH:4]=1)([O-:11])=[O:10] |f:2.3|. Reaction SMILES: [Li+].[B-](CC)(CC)CC.O1CCCC1.[C:14]([C:16]1[CH:21]=[CH:20][C:19]([CH2:22][CH2:23][C:24](OC)=[O:25])=[CH:18][CH:17]=1)#[N:15].C(C1C=CC(C=O)=CC=1)#N.C1(P(=CC(OC)=O)(C2C=CC=CC=2)C2C=CC=CC=2)C=CC=CC=1.Cl>O1CCCC1.O>[C:14]([C:16]1[CH:21]=[CH:20][C:19]([CH2:22][CH2:23][CH2:24][OH:25])=[CH:18][CH:17]=1)#[N:15] |f:0.1.2,^1:1|. The product is C(#N)C1=CC=C(C=C1)CCCO (3-(4-cyanophenyl)propanol). Reactants: Cl (hydrochloric acid), resultant mixture, C(#N)C1=CC=C(C=O)C=C1 (4-cyanobenzaldehyde), C1(=CC=CC=C1)P(C1=CC=CC=C1)(C1=CC=CC=C1)=CC(=O)OC (methyl (triphenylphosphoranylidene)acetate), [Li+].[B-](CC)(CC)CC.O1CCCC1 (superhydride tetrahydrofuran), C(#N)C1=CC=C(C=C1)CCC(=O)OC (methyl 3-(4-cyanophenyl)propionate). Procedure details: A solution of 1M superhydride/tetrahydrofuran (3.3 ml) in anhydrous tetrahydrofuran (5 ml) was cooled to -50° to -60° C. under an argon gas stream. Thereto was added dropwise a solution of 210 mg of methyl 3-(4-cyanophenyl)propionate synthesized from 4-cyanobenzaldehyde and methyl (triphenylphosphoranylidene)acetate by the procedure of Reference Examples 69 and 76) in 2 ml of tetrahydrofuran. The resultant mixture was stirred at that temperature for 10 minutes, then made acidic by addition of wa... The solvent is O (water), O1CCCC1 (tetrahydrofuran), O1CCCC1 (tetrahydrofuran). Yield: 67.1%.